This data is from the Open Reaction Database (ORD), a public repository of structured organic reaction records. The task is: describe an organic reaction: reactants, conditions, products, and yield Yields the product C1(CCCCC1)CN1C(NC(C=2NC=NC12)=O)=O (3,7-dihydro-3-cyclohexylmethyl-1H-purine-2,6-dione). The solvent is C(=O)O (formic acid). Reported procedure: 2 g of 5,6-diamino-1-cyclohexylmethyl-2,4-(1H,3H)-pyrimidine dione (XXII) was refluxed in 10 ml of formic acid for 1 h. 5 ml of chloroform was added and ether was then added slowly. The received crystals were filtered off. Yield 2.1 g (XXIII). The amide (XXIII) was refluxed in 15 ml of 2N NaOH for 1 hour and then neutralized with 5N HCl. As a reaction SMILES: [NH2:1][C:2]1[C:3](=[O:17])[NH:4][C:5](=[O:16])[N:6]([CH2:9][CH:10]2[CH2:15][CH2:14][CH2:13][CH2:12][CH2:11]2)[C:7]=1[NH2:8].[CH:18](Cl)(Cl)Cl.CCOCC>C(O)=O>[CH:10]1([CH2:9][N:6]2[C:7]3[N:8]=[CH:18][NH:1][C:2]=3[C:3](=[O:17])[NH:4][C:5]2=[O:16])[CH2:15][CH2:14][CH2:13][CH2:12][CH2:11]1. Starting materials: C(Cl)(Cl)Cl (chloroform), NC=1C(NC(N(C1N)CC1CCCCC1)=O)=O (5,6-diamino-1-cyclohexylmethyl-2,4-(1H,3H)-pyrimidinedione), CCOCC (ether).